This data is from the Open Reaction Database (ORD), a public repository of structured organic reaction records. The task is: describe an organic reaction: reactants, conditions, products, and yield Starting materials: Cl.NC1=C(C(=O)N)C=C(C(=C1)OCCCN1CCCC1)OC (2-amino-5-methoxy-4-(3-(pyrrolidin-1-yl)propoxy)benzamide hydrochloride), CN(C)C=NC=[N+](C)C.[Cl-] (Gold's reagent), C(C)(=O)O (Acetic acid), C(C)(=O)[O-].[Na+] (sodium acetate). The solvent is O1CCOCC1 (dioxane). Product: OC1=NC=NC2=CC(=C(C=C12)OC)OCCCN1CCCC1 (4-hydroxy-6-methoxy-7-(3-(pyrrolidin-1-yl)propoxy)quinazoline). Isolated yield 92.6%. As a reaction SMILES: Cl.[NH2:2][C:3]1[CH:11]=[C:10]([O:12][CH2:13][CH2:14][CH2:15][N:16]2[CH2:20][CH2:19][CH2:18][CH2:17]2)[C:9]([O:21][CH3:22])=[CH:8][C:4]=1[C:5]([NH2:7])=[O:6].[CH3:23]N(C=NC=[N+](C)C)C.[Cl-].C(O)(=O)C.C([O-])(=O)C.[Na+]>O1CCOCC1>[OH:6][C:5]1[C:4]2[C:3](=[CH:11][C:10]([O:12][CH2:13][CH2:14][CH2:15][N:16]3[CH2:20][CH2:19][CH2:18][CH2:17]3)=[C:9]([O:21][CH3:22])[CH:8]=2)[N:2]=[CH:23][N:7]=1 |f:0.1,2.3,5.6|. Procedure: A mixture of 2-amino-5-methoxy-4-(3-(pyrrolidin-1-yl)propoxy)benzamide hydrochloride (5.92 g, 16.2 mmol) and Gold's reagent (3.5 g, 21.4 mmol) in dioxane (50 ml) was heated at reflux for 5 hours. Acetic acid (0.7 ml) and sodium acetate (1.33 g) were added to the reaction mixture which was heated at reflux for a further 5 hours. The mixture was allowed to cool and the volatiles were removed by evaporation. The residue was dissolved in water, adjusted to pH8 with 2M aqueous sodium hydroxide soluti... Starting materials: TEA, N1=C(C=NC=C1)C(C)N (1-pyrazin-2-yl-ethylamine), C=1C=CC2=C(C1)N=NN2O (HOBt), COC(=O)C=1C=C(C=C(C1)N(C)C(C(C)C)=O)C1=CC=C(C=C1)C (5-(Isobutyryl-methyl-amino)-4′-methyl-biphenyl-3-carboxylic acid methyl ester). Solvent: C(Cl)Cl (methylene chloride). Yields the product N1=C(C=NC=C1)C(C)NC(=O)C=1C=C(C=C(C1)N(C)C(C(C)C)=O)C1=CC=C(C=C1)C (5-(isobutyryl-methyl-amino)-4′-methyl-biphenyl-3-carboxylic acid (1-pyrazin-2-yl-ethyl)-amide). Yield: 34.9%. RXN SMILES: C[O:2][C:3]([C:5]1[CH:6]=[C:7]([C:18]2[CH:23]=[CH:22][C:21]([CH3:24])=[CH:20][CH:19]=2)[CH:8]=[C:9]([N:11]([C:13](=[O:17])[CH:14]([CH3:16])[CH3:15])[CH3:12])[CH:10]=1)=O.[N:25]1[CH:30]=[CH:29][N:28]=[CH:27][C:26]=1[CH:31]([NH2:33])[CH3:32].C1C=CC2N(O)N=NC=2C=1>C(Cl)Cl>[N:25]1[CH:30]=[CH:29][N:28]=[CH:27][C:26]=1[CH:31]([NH:33][C:3]([C:5]1[CH:6]=[C:7]([C:18]2[CH:19]=[CH:20][C:21]([CH3:24])=[CH:22][CH:23]=2)[CH:8]=[C:9]([N:11]([C:13](=[O:17])[CH:14]([CH3:16])[CH3:15])[CH3:12])[CH:10]=1)=[O:2])[CH3:32]. Reported procedure: 5-(Isobutyryl-methyl-amino)-4′-methyl-biphenyl-3-carboxylic acid methyl ester (67 mg, 0.22 mmol) was added to methylene chloride (3 mL) and stirred at room temperature. TEA (0.87 g), 1-pyrazin-2-yl-ethylamine (32 mg, 0.25 mmol), HOBt (29 mg) and ECDI (54 mg) were added, and the reaction mixture was stirred overnight at room temperature. The reaction mixture was placed directly onto a silica column and eluted with 50% ethyl acetate/hexanes to give 32 mg of 5-(isobutyryl-methyl-amino)-4′-methyl-bi... Reactants: ClC1=CC(=C(CN2N=CC3=CC(=CC=C23)\C=C/2\C(N(C(S2)=O)C2CCNCC2)=O)C=C1)C(F)(F)F ((5Z)-5-({1-[4-chloro-2-(trifluoromethyl)benzyl]-1H-indazol-5-yl}methylidene)-3-piperidin-4-yl-1,3-thiazolidine-2,4-dione), C(C)I (ethyl iodide). Yields the product ClC1=CC(=C(CN2N=CC3=CC(=CC=C23)\C=C/2\C(N(C(S2)=O)C2CCN(CC2)CC)=O)C=C1)C(F)(F)F ((5Z)-5-({1-[4-Chloro-2-(trifluoromethyl)benzyl]-1H-indazol-5-yl}methylidene)-3-(1-ethylpiperidin-4-yl)-1,3-thiazolidine-2,4-dione). RXN SMILES: [Cl:1][C:2]1[CH:31]=[CH:30][C:5]([CH2:6][N:7]2[C:15]3[C:10](=[CH:11][C:12](/[CH:16]=[C:17]4/[C:18](=[O:29])[N:19]([CH:23]5[CH2:28][CH2:27][NH:26][CH2:25][CH2:24]5)[C:20](=[O:22])[S:21]/4)=[CH:13][CH:14]=3)[CH:9]=[N:8]2)=[C:4]([C:32]([F:35])([F:34])[F:33])[CH:3]=1.[CH2:36](I)[CH3:37]>>[Cl:1][C:2]1[CH:31]=[CH:30][C:5]([CH2:6][N:7]2[C:15]3[C:10](=[CH:11][C:12](/[CH:16]=[C:17]4/[C:18](=[O:29])[N:19]([CH:23]5[CH2:28][CH2:27][N:26]([CH2:36][CH3:37])[CH2:25][CH2:24]5)[C:20](=[O:22])[S:21]/4)=[CH:13][CH:14]=3)[CH:9]=[N:8]2)=[C:4]([C:32]([F:35])([F:34])[F:33])[CH:3]=1. Procedure: (5Z)-5-({1-[4-Chloro-2-(trifluoromethyl)benzyl]-1H-indazol-5-yl}methylidene)-3-(1-ethylpiperidin-4-yl)-1,3-thiazolidine-2,4-dione was prepared from (5Z)-5-({1-[4-chloro-2-(trifluoromethyl)benzyl]-1H-indazol-5-yl}methylidene)-3-piperidin-4-yl-1,3-thiazolidine-2,4-dione (Example 113) and ethyl iodide at rt following General Procedure S.